From a dataset of the Open Reaction Database (ORD), a public repository of structured organic reaction records. describe an organic reaction: reactants, conditions, products, and yield The reactants are CCO, COC(=O)Cc1ccc(C#Cc2ccc(C3(OC(C)C)CC3)c(C)c2)cc1, [Na+], C1CCOC1, [OH-]. Product: Cc1cc(C#Cc2ccc(C(=O)O)cc2)ccc1C1(OC(C)C)CC1. As a reaction SMILES: [CH3:30][CH2:31][OH:32].[CH:1]([CH3:2])([CH3:3])[O:4][C:5]1([c:8]2[c:9]([CH3:27])[cH:10][c:11]([C:14]#[C:15][c:16]3[cH:17][cH:18][c:19]([CH2:22][C:23]([O:24][CH3:25])=[O:26])[cH:20][cH:21]3)[cH:12][cH:13]2)[CH2:6][CH2:7]1.[Na+:29].[O:33]1[CH2:34][CH2:35][CH2:36][CH2:37]1.[OH-:28]>>[CH:1]([CH3:2])([CH3:3])[O:4][C:5]1([c:8]2[c:9]([CH3:27])[cH:10][c:11]([C:14]#[C:15][c:16]3[cH:17][cH:18][c:19]([C:31](=[O:28])[OH:32])[cH:20][cH:21]3)[cH:12][cH:13]2)[CH2:6][CH2:7]1. The reactants are Br, COc1nnc(-c2ccccn2)c2cc(C(=O)Nc3cccc(C(F)(F)F)c3)ccc12, C1COCCO1. The product is O=C(Nc1cccc(C(F)(F)F)c1)c1ccc2c(O)nnc(-c3ccccn3)c2c1. As a reaction SMILES: [BrH:32].[F:1][C:2]([c:3]1[cH:4][c:5]([NH:9][C:10](=[O:11])[c:12]2[cH:13][c:14]3[c:15](-[c:24]4[n:25][cH:26][cH:27][cH:28][cH:29]4)[n:16][n:17][c:18]([O:22][CH3:23])[c:19]3[cH:20][cH:21]2)[cH:6][cH:7][cH:8]1)([F:30])[F:31].[O:33]1[CH2:34][CH2:35][O:36][CH2:37][CH2:38]1>>[F:1][C:2]([c:3]1[cH:4][c:5]([NH:9][C:10](=[O:11])[c:12]2[cH:13][c:14]3[c:15](-[c:24]4[n:25][cH:26][cH:27][cH:28][cH:29]4)[n:16][n:17][c:18]([OH:22])[c:19]3[cH:20][cH:21]2)[cH:6][cH:7][cH:8]1)([F:30])[F:31]. Reactants: COC=1C=CC(=C(N)C1)OCOC (5-Methoxy-2-methoxymethoxyaniline), C(C)OC=C(C(=O)OCC)C(=O)OCC (diethyl ethoxymethylenemalonate). Run in C1(=CC=CC=C1)OC1=CC=CC=C1 (diphenyl ether). The product is C(C)OC(=O)C1=CNC2=C(C=CC(=C2C1=O)OC)OCOC (3-ethoxycarbonyl-5-methoxy-8-methoxymethoxy-4(1H)-quinolone). Isolated yield 49.7%. Reaction SMILES: [CH3:1][O:2][C:3]1[CH:4]=[CH:5][C:6]([O:10][CH2:11][O:12][CH3:13])=[C:7]([CH:9]=1)[NH2:8].C([O:16][CH:17]=[C:18]([C:24](OCC)=O)[C:19]([O:21][CH2:22][CH3:23])=[O:20])C>C1(OC2C=CC=CC=2)C=CC=CC=1>[CH2:22]([O:21][C:19]([C:18]1[C:17](=[O:16])[C:9]2[C:7](=[C:6]([O:10][CH2:11][O:12][CH3:13])[CH:5]=[CH:4][C:3]=2[O:2][CH3:1])[NH:8][CH:24]=1)=[O:20])[CH3:23]. Procedure details: 5-Methoxy-2-methoxymethoxyaniline (3.6 g) and diethyl ethoxymethylenemalonate (4.5 g) were heated at a temperature of 100°-120° C. for 1 hour. Eighty milliliter of diphenyl ether was added to the mixture, and the resulting mixture was further heated at 250°-260° C. for 1.5 hours. After the mixture was left to cool down to room temperature, it was purified by silica gel column chromatography (Wako Gel C-200, 140 g). Elution with a mixed solvent of chloroform (97 parts) and methanol (3 parts) gave... Reactants: [BH4-].[Na+] (NaBH4), BrC=1C=C(C=O)C=CC1O (3-Bromo-4-hydroxy-benzaldehyde), CC(CCN)C (3-methylbutylamine), 3A. Solvent: CO (MeOH), CO (MeOH). Yields the product BrC1=C(C=CC(=C1)CNCCC(C)C)O (2-Bromo-4-[(3-methyl-butylamino)-methyl]-phenol). Isolated yield 73.5%. RXN SMILES: [Br:1][C:2]1[CH:3]=[C:4]([CH:7]=[CH:8][C:9]=1[OH:10])[CH:5]=O.[CH3:11][CH:12]([CH3:16])[CH2:13][CH2:14][NH2:15].[BH4-].[Na+]>CO>[Br:1][C:2]1[CH:3]=[C:4]([CH2:5][NH:15][CH2:14][CH2:13][CH:12]([CH3:16])[CH3:11])[CH:7]=[CH:8][C:9]=1[OH:10] |f:2.3|. Procedure: Combine 3-Bromo-4-hydroxy-benzaldehyde (1.5 g, 7.5 mmol) with 3-methylbutylamine (867 μL, 7.5 mmol), MeOH (25 mL) and molecular sieves 3A (5.8 g) and stir at room temperature overnight. Add NaBH4 (1.4 g, 37.3 mmol) and stir at room temperature for 2 hours. Filtrate over celite with MeOH and eliminate the solvent. Purify by SCX ion-exchange chromatography to afford the title compound (1.5 g, 75%). 1H-NMR (CD3OD, 300 MHz): 7.52 (d, 1H, J=2.0 Hz), 7.17 (dd, 1H, J=2.0 and 8.5 Hz), 6.87 (d, 1H, J=8.5... Reactants: COC(\C=C\C=1C=NC(=C(C1)Cl)Cl)=O ((E)-3-(5,6-Dichloro-pyridin-3-yl)-acrylic acid methyl ester), [OH-].[Na+] (sodium hydroxide). Solvent: CO (MeOH). Product: ClC=1C=C(C=NC1Cl)/C=C/C(=O)O ((E)-3-(5,6-Dichloro-pyridin-3-yl)-acrylic acid). Isolated yield 72.7%. As a reaction SMILES: C[O:2][C:3](=[O:14])/[CH:4]=[CH:5]/[C:6]1[CH:7]=[N:8][C:9]([Cl:13])=[C:10]([Cl:12])[CH:11]=1.[OH-].[Na+]>CO>[Cl:12][C:10]1[CH:11]=[C:6](/[CH:5]=[CH:4]/[C:3]([OH:14])=[O:2])[CH:7]=[N:8][C:9]=1[Cl:13] |f:1.2|. Procedure details: (E)-3-(5,6-Dichloro-pyridin-3-yl)-acrylic acid methyl ester (1.54 g, 7 mmol) was suspended in MeOH (20 ml) and aqueous sodium hydroxide (1.1 ml, 6M, 7 mmol) added. The mixture was heated to reflux for 20 min after which time the reaction was concentrated, the residue taken up in water and the pH adjusted to 1 by addition of 1M HCl. The product could then be isolated by filtration affording the title compound (1.11 g, 77%) as a white solid. MS: 216.0 (M−H−2Cl). Reactants: N1(C=NC=C1)CCCN (3-imidazol-1-yl-propylamine), C(C)OC(=O)C=1C(C2=C(N=C(N=C2)S(=O)(=O)C)N(C1)C=1C=C2CCCC2=CC1)=O (8-indan-5-yl-2-methanesulfonyl-5-oxo-5,8-dihydro-pyrido[2,3-d]pyrimidine-6-carboxylic acid ethyl ester). The product is C(C)OC(=O)C=1C(C2=C(N=C(N=C2)NCCCN2C=NC=C2)N(C1)C=1C=C2CCCC2=CC1)=O (2-(3-imidazol-1-yl-propylamino)-8-indan-5-yl-5-oxo-5,8-dihydro-pyrido[2,3-d]pyrimidine-6-carboxylic acid ethyl ester). As a reaction SMILES: [N:1]1([CH2:6][CH2:7][CH2:8][NH2:9])[CH:5]=[CH:4][N:3]=[CH:2]1.[CH2:10]([O:12][C:13]([C:15]1[C:16](=[O:38])[C:17]2[CH:22]=[N:21][C:20](S(C)(=O)=O)=[N:19][C:18]=2[N:27]([C:29]2[CH:30]=[C:31]3[C:35](=[CH:36][CH:37]=2)[CH2:34][CH2:33][CH2:32]3)[CH:28]=1)=[O:14])[CH3:11]>>[CH2:10]([O:12][C:13]([C:15]1[C:16](=[O:38])[C:17]2[CH:22]=[N:21][C:20]([NH:9][CH2:8][CH2:7][CH2:6][N:1]3[CH:5]=[CH:4][N:3]=[CH:2]3)=[N:19][C:18]=2[N:27]([C:29]2[CH:30]=[C:31]3[C:35](=[CH:36][CH:37]=2)[CH2:34][CH2:33][CH2:32]3)[CH:28]=1)=[O:14])[CH3:11]. Procedure: Using the procedure outlined in Example 1(Step F) the title compound was prepared from 3-imidazol-1-yl-propylamine (4.4 μL, 0.036 mmol) and 8-indan-5-yl-2-methanesulfonyl-5-oxo-5,8-dihydro-pyrido[2,3-d]pyrimidine-6-carboxylic acid ethyl ester (from Example 1(Step E), 15 mg, 0.036 mmol). 19.2 mg of 2-(3-imidazol-1-yl-propylamino)-8-indan-5-yl-5-oxo-5,8-dihydro-pyrido[2,3-d]pyrimidine-6-carboxylic acid ethyl ester was obtained as a white solid. 1H NMR (300 MHz, CDCl3) δ (ppm): 9.22 (s, 1H), 8.45 (... Reactants: C(#N)CN1C(=CC=2CCC(CC12)(F)F)C(=O)OCC (Ethyl 1-(Cyanomethyl)-6,6-difluoro-4,5,6,7-tetrahydro-1H-indole-2-carboxylate), NiCl2.6H2O, [BH4-].[Na+] (NaBH4). Run in C(C)O (ethanol). Reaction conditions: time 24 hour. The product is NCCN1C(=CC=2CCC(CC12)(F)F)C(=O)OCC (Ethyl 1-(2-Aminoethyl)-6,6-difluoro-4,5,6,7-tetrahydro-1H-indole-2-carboxylate). Isolated yield 20.9%. Reaction SMILES: [C:1]([CH2:3][N:4]1[C:12]2[CH2:11][C:10]([F:14])([F:13])[CH2:9][CH2:8][C:7]=2[CH:6]=[C:5]1[C:15]([O:17][CH2:18][CH3:19])=[O:16])#[N:2].[BH4-].[Na+]>C(O)C>[NH2:2][CH2:1][CH2:3][N:4]1[C:12]2[CH2:11][C:10]([F:14])([F:13])[CH2:9][CH2:8][C:7]=2[CH:6]=[C:5]1[C:15]([O:17][CH2:18][CH3:19])=[O:16] |f:1.2|. Reported procedure: Into a 100-mL round-bottom flask was placed a solution of 113m (3.3 g, 12.30 mmol, 1.00 equiv) in ethanol (30 mL) and NiCl2.6H2O (3.2 g, 13.45 mmol, 1.10 equiv), followed by the addition of NaBH4 (1.4 g, 37.01 mmol, 3.00 equiv) in several batches at 0° C. (FIG. 14). The resulting solution was stirred at room temperature for 24 h. The solids were filtered out and the filtrate was concentrated under vacuum. The resulting solution was diluted with 30 mL of ethyl acetate and washed with 1×30 mL of h... Starting materials: NC=1C=C(C(=O)OC)C=CC1C (methyl 3-amino-4-methylbenzoate), O.NN (Hydrazine hydrate). The solvent is C(C)O (ethanol). Run at temperature 100 celsius, time 2 hour. Product: NC=1C=C(C(=O)NN)C=CC1C (3-Amino-4-methylbenzohydrazide). The yield is 69.6%. Reaction SMILES: [NH2:1][C:2]1[CH:3]=[C:4]([CH:9]=[CH:10][C:11]=1[CH3:12])[C:5](OC)=[O:6].O.[NH2:14][NH2:15]>C(O)C>[NH2:1][C:2]1[CH:3]=[C:4]([CH:9]=[CH:10][C:11]=1[CH3:12])[C:5]([NH:14][NH2:15])=[O:6] |f:1.2|. Reported procedure: Into a round-bottom flask, was placed a solution of methyl 3-amino-4-methylbenzoate (6.60 g, 40.0 mmol, 1.00 equiv) in ethanol (100 mL). Hydrazine hydrate (10.0 g, 200 mmol, 5.00 equiv) was added to the reaction. The resulting solution was stirred for 2 h at 100° C. in an oil bath. After cooling to ambient temperature, the mixture was concentrated under reduced pressure. The residue was partitioned between water and ethyl acetate (20 mL). The aqueous layer was extracted with 4×20 mL of ethyl ace... The reactants are [Al+3], CC(C)[O-], CC(C)[O-], CC(C)[O-], CC(C)O, CC(C)CC(C(=O)c1ccccc1)N1C(=O)c2ccccc2C1=O. The product is CC(C)CC(C(O)c1ccccc1)N1C(=O)c2ccccc2C1=O. Reaction SMILES: [Al+3:5].[CH3:10][CH:11]([CH3:12])[O-:13].[CH3:1][CH:2]([CH3:3])[O-:4].[CH3:6][CH:7]([CH3:8])[O-:9].[CH:38]([OH:39])([CH3:40])[CH3:41].[O:14]=[C:15]1[N:16]([CH:25]([C:26](=[O:27])[c:28]2[cH:29][cH:30][cH:31][cH:32][cH:33]2)[CH2:34][CH:35]([CH3:36])[CH3:37])[C:17](=[O:24])[c:18]2[cH:19][cH:20][cH:21][cH:22][c:23]21>>[O:14]=[C:15]1[N:16]([CH:25]([CH:26]([OH:27])[c:28]2[cH:29][cH:30][cH:31][cH:32][cH:33]2)[CH2:34][CH:35]([CH3:36])[CH3:37])[C:17](=[O:24])[c:18]2[cH:19][cH:20][cH:21][cH:22][c:23]21.